This data is from the Open Reaction Database (ORD), a public repository of structured organic reaction records. The task is: describe an organic reaction: reactants, conditions, products, and yield The reactants are C(=O)C1=CC=C(CNC(C)=O)C=C1 (N-(4-formylbenzyl)acetamide), Cl.NO (hydroxylamine hydrochloride), C(C)(=O)[O-].[Na+] (sodium acetate). The solvent is C(C)O (ethanol), O (water), C(C)(C)(C)OC (t-butylmethylether). The product is ON=CC1=CC=C(CNC(C)=O)C=C1 (N-{4-[(hydroxyimino)methyl]-benzyl}acetamide). The yield is 97.6%. RXN SMILES: [CH:1]([C:3]1[CH:13]=[CH:12][C:6]([CH2:7][NH:8][C:9](=[O:11])[CH3:10])=[CH:5][CH:4]=1)=O.Cl.[NH2:15][OH:16].C([O-])(=O)C.[Na+]>C(O)C.O.C(OC)(C)(C)C>[OH:16][N:15]=[CH:1][C:3]1[CH:13]=[CH:12][C:6]([CH2:7][NH:8][C:9](=[O:11])[CH3:10])=[CH:5][CH:4]=1 |f:1.2,3.4|. Procedure details: A solution of N-(4-formylbenzyl)acetamide (1.7 g), hydroxylamine hydrochloride (1.0 g) and sodium acetate (1.0 g) in ethanol (10 mL) and water (6 mL) was stirred for one hour at room temperature. After the reaction solution was diluted with t-butylmethylether, the solution was washed with water and saturated brine. The organic layer was dried over anhydrous magnesium sulfate. The solvent was distilled off under reduced pressure to yield crude N-{4-[(hydroxyimino)methyl]-benzyl}acetamide (1.8 g). Reaction conditions: time 30 minute. Yield: 85.9%. Product: C(C)N(CC(CCC=1C=NC=CC1)O)C1=CC=CC=C1 (1-[ethyl(phenyl)amino]-4-pyridin-3-ylbutan-2-ol). As a reaction SMILES: C(NC(C)C)(C)C.C([Li])CCC.[CH3:13][C:14]1[CH:15]=[N:16][CH:17]=[CH:18][CH:19]=1.[CH2:20]([N:22]([CH2:29][CH:30]1[CH2:32][O:31]1)[C:23]1[CH:28]=[CH:27][CH:26]=[CH:25][CH:24]=1)[CH3:21]>O1CCCC1.O>[CH2:20]([N:22]([C:23]1[CH:24]=[CH:25][CH:26]=[CH:27][CH:28]=1)[CH2:29][CH:30]([OH:31])[CH2:32][CH2:13][C:14]1[CH:15]=[N:16][CH:17]=[CH:18][CH:19]=1)[CH3:21]. Procedure details: Under argon gas, a solution of diisopropylamine (1.67 g, 16.5 mmol) in tetrahydrofuran (5 mL) was added dropwise to n-butyllithium (1.53 M in hexane, 9.8 mL, 15 mmol) at 5° C. and the mixture was stirred for 30 minutes. To this was further added a solution of 3-methylpyridine (2.794 g, 30 mmol) in tetrahydrofuran (5 mL) dropwise at 5° C. and the mixture was stirred for 30 minutes. Then, a solution of 2-([ethyl(phenyl)amino]methyl)oxirane (1.77 g, 10 mmol) in tetrahydrofuran (5 mL) was added at 5... Solvent: O (water), O1CCCC1 (tetrahydrofuran), O1CCCC1 (tetrahydrofuran), O1CCCC1 (tetrahydrofuran). Starting materials: C(C)(C)NC(C)C (diisopropylamine), C(CCC)[Li] (n-butyllithium), CC=1C=NC=CC1 (3-methylpyridine), C(C)N(C1=CC=CC=C1)CC1OC1 (2-([ethyl(phenyl)amino]methyl)oxirane). The reactants are [BH4-].[Na+] (sodium borohydride), FC(C(=O)C1=CC=C(C=C1)C(F)(F)F)(F)F (2,2,2-trifluoro-1-[4-(trifluoromethyl)phenyl]ethanone), [NH4+].[Cl-] (NH4Cl). The solvent is CO (methanol). Reaction conditions: time 2 hour. The product is FC(C(O)C1=CC=C(C=C1)C(F)(F)F)(F)F (2,2,2-trifluoro-1-[4-(trifluoromethyl)phenyl]ethanol). Yield: 105.1%. As a reaction SMILES: [F:1][C:2]([F:16])([F:15])[C:3]([C:5]1[CH:10]=[CH:9][C:8]([C:11]([F:14])([F:13])[F:12])=[CH:7][CH:6]=1)=[O:4].[BH4-].[Na+].[NH4+].[Cl-]>CO>[F:1][C:2]([F:15])([F:16])[CH:3]([C:5]1[CH:6]=[CH:7][C:8]([C:11]([F:12])([F:13])[F:14])=[CH:9][CH:10]=1)[OH:4] |f:1.2,3.4|. Procedure: In a 50 mL two-neck flask, 2,2,2-trifluoro-1-[4-(trifluoromethyl)phenyl]ethanone (2.0 g, 8.3 mmol) was dissolved in methanol (8 mL) and sodium borohydride (0.31 g, 8.3 mmol) was added carefully in portions with ice-bath cooling. The resultant colourless solution was stirred at RT for 2 hours and monitored by TLC. Upon the disappearance of all starting material, 5 mL of an aqueous saturated NH4Cl solution was slowly added to the reaction mixture with additional stirring for 10 min. The later was ... Reactants: CC(C)CCn1nc(-c2cccs2)c(O)c(C(=O)Nc2cc(Cl)sc2S(N)(=O)=O)c1=O, C1CCC2=NCCCN2CC1, c1ccncc1. Product: CC(C)CCn1nc(-c2cccs2)c(O)c(C2=NS(=O)(=O)c3sc(Cl)cc3N2)c1=O. As a reaction SMILES: [Cl:1][c:2]1[cH:3][c:4]([NH:11][C:12](=[O:13])[c:14]2[c:15](=[O:31])[n:16]([CH2:26][CH2:27][CH:28]([CH3:29])[CH3:30])[n:17][c:18](-[c:21]3[s:22][cH:23][cH:24][cH:25]3)[c:19]2[OH:20])[c:5]([S:7]([NH2:8])(=[O:9])=[O:10])[s:6]1.[N:32]12[CH2:33][CH2:34][CH2:35][N:36]=[C:37]1[CH2:38][CH2:39][CH2:40][CH2:41][CH2:42]2.[cH:43]1[cH:44][cH:45][n:46][cH:47][cH:48]1>>[Cl:1][c:2]1[cH:3][c:4]2[c:5]([s:6]1)[S:7](=[O:9])(=[O:10])[N:8]=[C:12]([c:14]1[c:15](=[O:31])[n:16]([CH2:26][CH2:27][CH:28]([CH3:29])[CH3:30])[n:17][c:18](-[c:21]3[s:22][cH:23][cH:24][cH:25]3)[c:19]1[OH:20])[NH:11]2. Starting materials: C(=O)(OCC)N1CCN(CC1)C1CC2=C(SC3=C1C=CC=C3)C=CC(=C2)Cl (1-carbethoxy-4-(2-chloro-10,11-dihydro-dibenzo[b,f]thiepin-10-yl)-piperazine), C(CO)O (ethylene glycol), [OH-].[K+] (potassium hydroxide). Run in O (water), O (water). Yields the product ClC1=CC2=C(SC3=C(C(C2)N2CCNCC2)C=CC=C3)C=C1 (1-(2-chloro-10,11-dihydro-dibenzo[b,f]thiepin-10-yl)-piperazine). Reaction SMILES: C([N:6]1[CH2:11][CH2:10][N:9]([CH:12]2[C:18]3[CH:19]=[CH:20][CH:21]=[CH:22][C:17]=3[S:16][C:15]3[CH:23]=[CH:24][C:25]([Cl:27])=[CH:26][C:14]=3[CH2:13]2)[CH2:8][CH2:7]1)(OCC)=O.C(O)CO.[OH-].[K+]>O>[Cl:27][C:25]1[CH:24]=[CH:23][C:15]2[S:16][C:17]3[CH:22]=[CH:21][CH:20]=[CH:19][C:18]=3[CH:12]([N:9]3[CH2:8][CH2:7][NH:6][CH2:11][CH2:10]3)[CH2:13][C:14]=2[CH:26]=1 |f:2.3|. Procedure details: 110 g of 1-carbethoxy-4-(2-chloro-10,11-dihydro-dibenzo[b,f]thiepin-10-yl)-piperazine, 1.5 litres of ethylene glycol, 104 g of potassium hydroxide and 5.4 ml of water are heated to 160° C for 1 hour. The mixture is then poured on to water and extracted with chloroform. The organic phase is washed with water, dried over magnesium sulphate and evaporated. There is obtained 1-(2-chloro-10,11-dihydro-dibenzo[b,f]thiepin-10-yl)-piperazine as an oil.